This data is from the Open Reaction Database (ORD), a public repository of structured organic reaction records. The task is: describe an organic reaction: reactants, conditions, products, and yield Reactants: 10, O=C1C(=C2C(SC3=C(N2)C=CC=C3)=CN1)C#N (2,3-dihydro-3oxo-5H-pyrido[3,4-b][1,4]benzothiazine-4-carbonitrile), IC (iodomethane), CN(C=O)C (N,N-dimethylformamide). The solvent is O (water). Yields the product CN1C=C2SC3=C(N(C2=C(C1=O)C#N)C)C=CC=C3 (2,3-dihydro-2,5-dimethyl-3-oxo-5H-pyrido[3,4-b][1,4]benzothiazine-4-carbonitrile). As a reaction SMILES: O=C1NC=[C:5]2[S:6][C:7]3[CH:13]=[CH:12][CH:11]=[CH:10][C:8]=3[NH:9][C:4]2=[C:3]1[C:16]#[N:17].I[CH3:19].[CH3:20][N:21]([CH3:24])[CH:22]=[O:23]>O>[CH3:20][N:21]1[C:22](=[O:23])[C:3]([C:16]#[N:17])=[C:4]2[C:5]([S:6][C:7]3[CH:13]=[CH:12][CH:11]=[CH:10][C:8]=3[N:9]2[CH3:19])=[CH:24]1. Procedure details: A mixture of 10 parts of 2,3-dihydro-3oxo-5H-pyrido[3,4-b][1,4]benzothiazine-4-carbonitrile, 45 parts of iodomethane, and 95 parts of N,N-dimethylformamide is heated at 100° for 2 hours, then diluted with 100 parts of water. The precipitate which forms is filtered out, dried in vacuo, and recrystallized from ethanol to give 2,3-dihydro-2,5-dimethyl-3-oxo-5H-pyrido[3,4-b][1,4]benzothiazine-4-carbonitrile melting at approximately 236°-237°. The reactants are Intermediate 20.1, ClC1=NC=C(C(=N1)C1=C(C=C(C=C1)F)OC)F (2-chloro-5-fluoro-4-(4-fluoro-2-methoxyphenyl)pyrimidine), C1(CC1)SCC=1C=C(N)C=C(C1)F (3-[(cyclopropylsulfanyl)-methyl]-5-fluoroaniline). Yields the product Intermediate 50.3, C1(CC1)SCC=1C=C(C=C(C1)F)NC1=NC=C(C(=N1)C1=C(C=C(C=C1)F)OC)F (N-{3-[(Cyclopropylsulfanyl)methyl]-5-fluorophenyl}-5-fluoro-4-(4-fluoro-2-methoxyphenyl)-pyrimidin-2-amine). RXN SMILES: Cl[C:2]1[N:7]=[C:6]([C:8]2[CH:13]=[CH:12][C:11]([F:14])=[CH:10][C:9]=2[O:15][CH3:16])[C:5]([F:17])=[CH:4][N:3]=1.[CH:18]1([S:21][CH2:22][C:23]2[CH:24]=[C:25]([CH:27]=[C:28]([F:30])[CH:29]=2)[NH2:26])[CH2:20][CH2:19]1>>[CH:18]1([S:21][CH2:22][C:23]2[CH:24]=[C:25]([NH:26][C:2]3[N:7]=[C:6]([C:8]4[CH:13]=[CH:12][C:11]([F:14])=[CH:10][C:9]=4[O:15][CH3:16])[C:5]([F:17])=[CH:4][N:3]=3)[CH:27]=[C:28]([F:30])[CH:29]=2)[CH2:19][CH2:20]1. Reported procedure: Intermediate 50.3 was prepared under similar conditions as described in the preparation of Intermediate 20.1 using 2-chloro-5-fluoro-4-(4-fluoro-2-methoxyphenyl)pyrimidine and 3-[(cyclopropylsulfanyl)-methyl]-5-fluoroaniline. The batch was purified by chromatography (hexane to hexane/ethyl acetate 50%) to give the desired product. Starting materials: O=C([O-])O, CC(C)=O, N#CC1C=Cc2ccccc2N1C(=O)c1ccc(F)cc1, [Na+], OO. The product is NC(=O)C1C=Cc2ccccc2N1C(=O)c1ccc(F)cc1. RXN SMILES: [C:22]([O-:23])(=[O:24])[OH:25].[CH3:29][C:30](=[O:31])[CH3:32].[F:1][c:2]1[cH:3][cH:4][c:5]([C:6](=[O:7])[N:8]2[CH:9]([C:18]#[N:19])[CH:10]=[CH:11][c:12]3[cH:13][cH:14][cH:15][cH:16][c:17]32)[cH:20][cH:21]1.[Na+:26].[OH:27][OH:28]>>[F:1][c:2]1[cH:3][cH:4][c:5]([C:6](=[O:7])[N:8]2[CH:9]([C:18]([NH2:19])=[O:23])[CH:10]=[CH:11][c:12]3[cH:13][cH:14][cH:15][cH:16][c:17]32)[cH:20][cH:21]1. Starting materials: FC1=CC=C(C=C1)C1=NNCC1C1=CC=C(C=C1)F (3,4-bis-(4-fluorophenyl)-4,5-dihydropyrazole), FC(OC1=CC=C(C=C1)N=C=O)F (4-difluoromethoxyphenyl isocyanate). Run in ClCCl (dichloromethane). Yields the product FC(OC1=CC=C(C=C1)NC(=O)N1N=C(C(C1)C1=CC=C(C=C1)F)C1=CC=C(C=C1)F)F (N-(4-Difluoromethoxyphenyl]-3,4-bis-(4-fluorophenyl)-4,5-dihydropyrazole-1-carboxamide). As a reaction SMILES: [F:1][C:2]1[CH:7]=[CH:6][C:5]([C:8]2[CH:12]([C:13]3[CH:18]=[CH:17][C:16]([F:19])=[CH:15][CH:14]=3)[CH2:11][NH:10][N:9]=2)=[CH:4][CH:3]=1.[F:20][CH:21]([F:32])[O:22][C:23]1[CH:28]=[CH:27][C:26]([N:29]=[C:30]=[O:31])=[CH:25][CH:24]=1>ClCCl>[F:20][CH:21]([F:32])[O:22][C:23]1[CH:24]=[CH:25][C:26]([NH:29][C:30]([N:10]2[CH2:11][CH:12]([C:13]3[CH:18]=[CH:17][C:16]([F:19])=[CH:15][CH:14]=3)[C:8]([C:5]3[CH:4]=[CH:3][C:2]([F:1])=[CH:7][CH:6]=3)=[N:9]2)=[O:31])=[CH:27][CH:28]=1. Procedure: 9.85 g (0.038 mol) 3,4-bis-(4-fluorophenyl)-4,5-dihydropyrazole in 80 ml dichloromethane was treated with 7.03 g (0.038 mol) 4-difluoromethoxyphenyl isocyanate, with stirring at room temperature and stirred for an hour at room temperature. The reaction mixture was filtered through silica gel and the filtrate was concentrated. The residue was treated with 100 ml diisopropyl ether. The precipitated crystals were separated and dried in vacuo (100 Torr). Reactants: O=C([O-])[O-], Cc1ccccc1, C=CCC(=O)[O-], Oc1cc(F)cc(F)c1, [Na+], [Na+]. Yields the product C=COc1cc(F)cc(F)c1. As a reaction SMILES: [C:16](=[O:17])([O-:18])[O-:19].[CH3:22][c:23]1[cH:24][cH:25][cH:26][cH:27][cH:28]1.[CH:10](=[CH2:11])[CH2:12][C:13]([O-:14])=[O:15].[F:1][c:2]1[cH:3][c:4]([OH:9])[cH:5][c:6]([F:8])[cH:7]1.[Na+:20].[Na+:21]>>[F:1][c:2]1[cH:3][c:4]([O:9][CH:10]=[CH2:11])[cH:5][c:6]([F:8])[cH:7]1.